This data is from the Open Reaction Database (ORD), a public repository of structured organic reaction records. The task is: describe an organic reaction: reactants, conditions, products, and yield As a reaction SMILES: [CH:18]([N:19]([CH:20]([CH3:21])[CH3:22])[CH2:23][CH3:24])([CH3:25])[CH3:26].[CH:27](=[O:28])[c:29]1[cH:30][c:31]([C:32](=[O:33])[Cl:34])[cH:35][c:36]([C:40]([F:41])([F:42])[F:43])[c:37]1[O:38][CH3:39].[Cl:44][CH2:45][Cl:46].[NH2:10][c:11]1[cH:12][cH:13][cH:14][cH:15][c:16]1[SH:17].[S:1]1[CH2:2][NH:3][c:4]2[c:5]1[cH:6][cH:7][cH:8][cH:9]2>>[S:1]1[CH2:2][N:3]([C:32]([c:31]2[cH:30][c:29]([CH:27]=[O:28])[c:37]([O:38][CH3:39])[c:36]([C:40]([F:41])([F:42])[F:43])[cH:35]2)=[O:33])[c:4]2[c:5]1[cH:6][cH:7][cH:8][cH:9]2. Starting materials: CCN(C(C)C)C(C)C, COc1c(C=O)cc(C(=O)Cl)cc1C(F)(F)F, ClCCl, Nc1ccccc1S, c1ccc2c(c1)NCS2. Product: COc1c(C=O)cc(C(=O)N2CSc3ccccc32)cc1C(F)(F)F. The product is CCc1cc(C(F)(F)F)nn1CC(=O)O. RXN SMILES: [CH2:1]([CH3:2])[c:3]1[cH:4][c:5]([C:14]([F:15])([F:16])[F:17])[n:6][n:7]1[CH2:8][C:9](=[O:10])[O:11][CH2:12][CH3:13].[Na+:19].[O:20]1[CH2:21][CH2:22][CH2:23][CH2:24]1.[OH-:18].[OH2:25]>>[CH2:1]([CH3:2])[c:3]1[cH:4][c:5]([C:14]([F:15])([F:16])[F:17])[n:6][n:7]1[CH2:8][C:9](=[O:10])[OH:11]. Starting materials: CCOC(=O)Cn1nc(C(F)(F)F)cc1CC, [Na+], C1CCOC1, [OH-], O. Starting materials: [O-]CC.[Na+] (sodium ethoxide), [N+](=O)([O-])C=1C=C(C=CC1)O (m-nitrophenol), C1(=CC=C(C=C1)S(=O)(=O)OCCOC1CCCCC1)C (cyclohexyloxyethyl p-toluenesulfonate). The solvent is O (water), CN(C=O)C (dimethylformamide). Reaction conditions: temperature 100 celsius. The product is C1(CCCCC1)OCCOC=1C=C(C=CC1)[N+](=O)[O-] (3-[2-(cyclohexyloxy)ethoxy]nitrobenzene). The yield is 95.6%. Reaction SMILES: [O-]CC.[Na+].[N+:5]([C:8]1[CH:9]=[C:10]([OH:14])[CH:11]=[CH:12][CH:13]=1)([O-:7])=[O:6].C1(C)C=CC(S(O[CH2:25][CH2:26][O:27][CH:28]2[CH2:33][CH2:32][CH2:31][CH2:30][CH2:29]2)(=O)=O)=CC=1>CN(C)C=O.O>[CH:28]1([O:27][CH2:26][CH2:25][O:14][C:10]2[CH:9]=[C:8]([N+:5]([O-:7])=[O:6])[CH:13]=[CH:12][CH:11]=2)[CH2:33][CH2:32][CH2:31][CH2:30][CH2:29]1 |f:0.1|. Reported procedure: To a solution of 6.8 g of sodium ethoxide and 15 g of m-nitrophenol in 250 ml of dimethylformamide, 28 g of cyclohexyloxyethyl p-toluenesulfonate were added. After heating at 100° C. for 2 hours, the resulting mixture was diluted with water and extracted with benzene. The solvent was removed under reduced pressure, and the residue was purified by vacuum distillation to give 23.8 g of 3-[2-(cyclohexyloxy)ethoxy]nitrobenzene. B.P., 118°-124° C./0.1 mmHg. nD27 1.5380. Starting materials: COC(C1=CC(=CC=C1)CBr)=O (3-bromomethyl-benzoic acid methyl ester), solid, ClC1=CC(=C(C=C1)C1=NC2=C(N1CC1=CC=C(C=C1)CCC(=O)O)C=C(C(=C2)F)F)OCC2CCCC2 (3-{4-[2-(4-Chloro-2-cyclopentylmethoxy-phenyl)-5,6-difluoro-benzoimidazol-1-ylmethyl]-phenyl}-propionic acid), ClC1=CC(=C(C=C1)C1=NC2=C(N1CC1CCCCC1)C=C(C(=C2)F)F)OCC2=C(C=CC=C2)Cl (2-[4-Chloro-2-(2-chloro-benzyloxy)-phenyl]-1-cyclohexylmethyl-5,6-difluoro-1H-benzoimidazole), ClC1=CC(=C(C=C1)C1=NC2=C(N1CC1CCCCC1)C=C(C(=C2)F)F)OCC2=C(C=CC=C2)Cl (2-[4-Chloro-2-(2-chloro-benzyloxy)-phenyl]-1-cyclohexylmethyl-5,6-difluoro-1H-benzoimidazole). The product is COC(C1=CC(=CC=C1)CN1C(=NC2=C1C=C(C(=C2)F)F)C2=C(C=C(C=C2)Cl)OC)=O (3-[2-(4-Chloro-2-methoxy-phenyl)-5,6-difluoro-benzoimidazol-1-ylmethyl]-benzoic acid methyl ester). As a reaction SMILES: [Cl:1][C:2]1[CH:7]=[CH:6][C:5]([C:8]2[N:12](CC3C=CC(CCC(O)=O)=CC=3)[C:11]3[CH:25]=[C:26]([F:30])[C:27]([F:29])=[CH:28][C:10]=3[N:9]=2)=[C:4]([O:31][CH2:32]C2CCCC2)[CH:3]=1.ClC1C=CC(C2N(CC3CCCCC3)C3C=C(F)C(F)=CC=3N=2)=C(OCC2C=CC=CC=2Cl)C=1.[CH3:72][O:73][C:74](=[O:83])[C:75]1[CH:80]=[CH:79][CH:78]=[C:77]([CH2:81]Br)[CH:76]=1>>[CH3:72][O:73][C:74](=[O:83])[C:75]1[CH:80]=[CH:79][CH:78]=[C:77]([CH2:81][N:12]2[C:11]3[CH:25]=[C:26]([F:30])[C:27]([F:29])=[CH:28][C:10]=3[N:9]=[C:8]2[C:5]2[CH:6]=[CH:7][C:2]([Cl:1])=[CH:3][C:4]=2[O:31][CH3:32])[CH:76]=1. Procedure: The title compound was prepared in analogy to Example 19, intermediate b, from 2-(4-chloro-2-methoxy-phenyl)-5,6-difluoro-1H-benzoimidazole (Example 19, intermediate c) and (3-bromomethyl-benzoic acid methyl ester CAS Reg. No. 1129-28-8). Brown sticky solid (67%). MS (Turbo Spray): m/z=443.2 (M+H). Reactants: BrC1=C(C=CC=C1)O (2-Bromophenol), ClCC1=CC=2C(CCC(C2C=C1)(C)C)(C)C (2-chloromethyl-5,5,8,8-tetramethyl-5,6,7,8-tetrahydronaphthalene), CC1(C=2C=CC(=CC2C(CC1)(C)C)COC1=C(C=C(C=C1)C(=O)O)C1=CC=CC=C1)C (2-[5,6,7,8-tetrahydro-5,5,8,8-tetramethyl-2-naphthalenyl]methoxy-[1,1'-biphenyl]-5-carboxylic acid). Product: CC1(C=2C=CC(=CC2C(CC1)(C)C)COC1=C(C=CC=C1)Br)C (2-[5,6,7,8-tetrahydro-5,5,8,8-tetramethyl-2-naphthalenyl]methoxy-bromobenzene). Isolated yield 88.7%. Reaction SMILES: [Br:1][C:2]1[CH:7]=[CH:6][CH:5]=[CH:4][C:3]=1[OH:8].Cl[CH2:10][C:11]1[CH:20]=[CH:19][C:18]2[C:17]([CH3:22])([CH3:21])[CH2:16][CH2:15][C:14]([CH3:24])([CH3:23])[C:13]=2[CH:12]=1.CC1(C)CCC(C)(C)C2C=C(COC3C=CC(C(O)=O)=CC=3C3C=CC=CC=3)C=CC1=2>>[CH3:21][C:17]1([CH3:22])[CH2:16][CH2:15][C:14]([CH3:24])([CH3:23])[C:13]2[CH:12]=[C:11]([CH2:10][O:8][C:3]3[CH:4]=[CH:5][CH:6]=[CH:7][C:2]=3[Br:1])[CH:20]=[CH:19][C:18]1=2. Procedure details: 2-Bromophenol (1.50 g., 8.70 mmol) is alkylated with 2-chloromethyl-(5,5,8,8-tetramethyl-5,6,7,8-tetrahydronaphthalene) (18a) (2.05 g., 8.70 mmol) in a similar manner as described in Example 26 (for the synthesis of 44) to afford 2-[5,6,7,8-tetrahydro-5,5,8,8-tetramethyl-2-naphthalenyl]methoxy-bromobenzene (50) (2.88 g., 7.72 mmol, 89%): chromatographed on silica gel using EtOAc/hexane to afford a clear oil; 1H NMR (300 MHz, CDCl3) δ 7.57 (dd, J=2, 8 Hz, 1H, ArH), 7.45 (d, J=2 Hz, 1H, ArH), 7.32... The reactants are C(C1=CC=CC=C1)OC=1C=C(C=2OC3=CC=C(C=C3C(C2)=O)O)C=CC1OCC1=CC=CC=C1 (3′,4′-dibenzyloxy-6-hydroxy-flavone), C(C1=CC=CC=C1)OC=1C=C(C=2OC3=CC=C(C=C3C(C2)=O)O)C=CC1OCC1=CC=CC=C1 (3′,4′-Dibenzyloxy-6-hydroxy-flavone), [H-].[Na+] (sodium hydride), C(Cl)C1CO1 (epichlorohydrin). Solvent: CN(C=O)C (dimethyl formamide). Yields the product C(C1=CC=CC=C1)OC=1C=C(C=2OC3=CC=C(C=C3C(C2)=O)OCC2CO2)C=CC1OCC1=CC=CC=C1 (3′,4′-Dibenzyloxy-6-(2,3-epoxy-propoxy)-flavone). Reaction SMILES: [CH2:1]([O:8][C:9]1[CH:10]=[C:11]([CH:24]=[CH:25][C:26]=1[O:27][CH2:28][C:29]1[CH:34]=[CH:33][CH:32]=[CH:31][CH:30]=1)[C:12]1[O:13][C:14]2[C:19]([C:20](=[O:22])[CH:21]=1)=[CH:18][C:17]([OH:23])=[CH:16][CH:15]=2)[C:2]1[CH:7]=[CH:6][CH:5]=[CH:4][CH:3]=1.[H-].[Na+].[CH2:37]([CH:39]1[O:41][CH2:40]1)Cl>CN(C)C=O>[CH2:1]([O:8][C:9]1[CH:10]=[C:11]([CH:24]=[CH:25][C:26]=1[O:27][CH2:28][C:29]1[CH:34]=[CH:33][CH:32]=[CH:31][CH:30]=1)[C:12]1[O:13][C:14]2[C:19]([C:20](=[O:22])[CH:21]=1)=[CH:18][C:17]([O:23][CH2:37][CH:39]1[O:41][CH2:40]1)=[CH:16][CH:15]=2)[C:2]1[CH:3]=[CH:4][CH:5]=[CH:6][CH:7]=1 |f:1.2|. Reported procedure: Reaction of 3′,4′-dibenzyloxy-6-hydroxy-flavone, 24 (4.5 g, 10 mmol), 50% sodium hydride (1.4 g, 60 mmol) and epichlorohydrin (4.7 mL, 60 mmol) in dry dimethyl formamide (120 mL) using identical procedure as described for 28 furnished 30. Yield 4.2 g (81%); mp 147-149° C.; MS (FAB) 507 (M++1); IR (KBr) 1610; 1H NMR (200 MHz, CDCl3) δ 7.57-7.29 (m, 15H), 7.02 (d, J=8.6 Hz, 1H), 6.66 (s, 1H), 5.25 (s, 4H), 4.39 (dd, J=11.0 Hz, 2.6 Hz, 11H), 3.98 (dd, J=11.0 Hz, 6.0 Hz, 1H), 3.40-3.39 (m, 1H), 2.93... Starting materials: C(C)(C)(C)OC(N(C)CCCCNCC1=NC=C(C=C1C)C)=O ({4-[(3,5-Dimethyl-pyridin-2-ylmethyl)-amino]-butyl}-methyl-carbamic acid tert-butyl ester), C1(=NC=CC2=CC=CC=C12)C=O (1-isoquinoline-carbaldehyde), [BH-](OC(=O)C)(OC(=O)C)OC(=O)C.[Na+] (NaBH(OAc)3). The solvent is C(Cl)Cl (CH2Cl2). The product is C(C)(C)(C)OC(N(C)CCCCN(CC1=NC=CC2=CC=CC=C12)CC1=NC=C(C=C1C)C)=O ({4-[(3,5-Dimethyl-pyridin-2-ylmethyl)-isoquinolin-1-ylmethyl-amino]-butyl}-methyl-carbamic acid tert-butyl ester). Reaction SMILES: [C:1]([O:5][C:6](=[O:23])[N:7]([CH2:9][CH2:10][CH2:11][CH2:12][NH:13][CH2:14][C:15]1[C:20]([CH3:21])=[CH:19][C:18]([CH3:22])=[CH:17][N:16]=1)[CH3:8])([CH3:4])([CH3:3])[CH3:2].[C:24]1([CH:34]=O)[C:33]2[C:28](=[CH:29][CH:30]=[CH:31][CH:32]=2)[CH:27]=[CH:26][N:25]=1.[BH-](OC(C)=O)(OC(C)=O)OC(C)=O.[Na+]>C(Cl)Cl>[C:1]([O:5][C:6](=[O:23])[N:7]([CH2:9][CH2:10][CH2:11][CH2:12][N:13]([CH2:14][C:15]1[C:20]([CH3:21])=[CH:19][C:18]([CH3:22])=[CH:17][N:16]=1)[CH2:34][C:24]1[C:33]2[C:28](=[CH:29][CH:30]=[CH:31][CH:32]=2)[CH:27]=[CH:26][N:25]=1)[CH3:8])([CH3:3])([CH3:2])[CH3:4] |f:2.3|. Procedure: Using General Procedure B: Reaction of {4-[(3,5-Dimethyl-pyridin-2-ylmethyl)-amino]-butyl}-methyl-carbamic acid tert-butyl ester and 1-isoquinoline-carbaldehyde with NaBH(OAc)3 in CH2Cl2 gave {4-[(3,5-Dimethyl-pyridin-2-ylmethyl)-isoquinolin-1-ylmethyl-amino]-butyl}-methyl-carbamic acid tert-butyl ester as a yellow oil. Starting materials: NC=1C=C(C(=O)NC2=CC(=C(C=C2)F)F)C=CC1OC (3-Amino-4-methoxy-N-(3,4-difluorophenyl)-benzamide), ClC=1C=C(C=C(C1)Cl)N=C=S (3,5-dichlorophenyl isothiocyanate). Yields the product ClC=1C=C(C=C(C1)Cl)NC(NC=1C=C(C(=O)NC2=CC(=C(C=C2)F)F)C=CC1OC)=S (3-[3-(3,5-Dichlorophenyl)-thioureido]-N-(3,4-difluoro-phenyl)-4-methoxy-benzamide). The yield is 83.3%. Reaction SMILES: [NH2:1][C:2]1[CH:3]=[C:4]([CH:16]=[CH:17][C:18]=1[O:19][CH3:20])[C:5]([NH:7][C:8]1[CH:13]=[CH:12][C:11]([F:14])=[C:10]([F:15])[CH:9]=1)=[O:6].[Cl:21][C:22]1[CH:23]=[C:24]([N:29]=[C:30]=[S:31])[CH:25]=[C:26]([Cl:28])[CH:27]=1>>[Cl:21][C:22]1[CH:23]=[C:24]([NH:29][C:30](=[S:31])[NH:1][C:2]2[CH:3]=[C:4]([CH:16]=[CH:17][C:18]=2[O:19][CH3:20])[C:5]([NH:7][C:8]2[CH:13]=[CH:12][C:11]([F:14])=[C:10]([F:15])[CH:9]=2)=[O:6])[CH:25]=[C:26]([Cl:28])[CH:27]=1. Procedure: Prepared according to the procedure described for Example 60 using 3-amino-N-(3,4-difluorophenyl)-4-methoxy-benzamide from Example 15 (0.834 g, 3.00 mmol) and 3,5-dichlorophenyl isothiocyanate (0.6124 g, 3.00 mmol) to afford the product (1.206 g) in 3 crops; m.p. 180-183° C. RXN SMILES: [CH2:1]([B-:5]([C:18]1[CH:23]=[CH:22][CH:21]=[CH:20][CH:19]=1)([C:12]1[CH:17]=[CH:16][CH:15]=[CH:14][CH:13]=1)[C:6]1[CH:11]=[CH:10][CH:9]=[CH:8][CH:7]=1)[CH2:2][CH2:3][CH3:4].[Li+].[Br-].[CH3:26][S+:27]([CH3:38])([CH2:29]C(C1C=CC=CC=1)=O)=[O:28]>O.CO>[CH3:26][S+:27]([CH3:38])([CH2:29][C:18]1[CH:19]=[CH:20][CH:21]=[CH:22][CH:23]=1)=[O:28].[CH2:1]([B-:5]([C:18]1[CH:23]=[CH:22][CH:21]=[CH:20][CH:19]=1)([C:6]1[CH:7]=[CH:8][CH:9]=[CH:10][CH:11]=1)[C:12]1[CH:17]=[CH:16][CH:15]=[CH:14][CH:13]=1)[CH2:2][CH2:3][CH3:4] |f:0.1,2.3,6.7|. The solvent is O (water), CO (methanol). Procedure: An aqueous solution of 8.90 g of lithium butyltriphenylborate in 100 ml of water was added to a solution of 7.24 g of dimethylphenacyloxosulfonium bromide in 100 ml of methanol, and the resultant mixture was stirred at room temperature for 30 minutes. Then, the reaction mixture was filtered, and the resultant crystal was washed with water and dried to give 10.61 g of dimethylbenzyloxosulfonium-butyltriphenylborate as a white crystal. Product: C[S+](=O)(CC1=CC=CC=C1)C.C(CCC)[B-](C1=CC=CC=C1)(C1=CC=CC=C1)C1=CC=CC=C1 (dimethylbenzyloxosulfonium butyltriphenylborate). Yield: 155.8%. Starting materials: resultant mixture, C(CCC)[B-](C1=CC=CC=C1)(C1=CC=CC=C1)C1=CC=CC=C1.[Li+] (lithium butyltriphenylborate), [Br-].C[S+](=O)(CC(=O)C1=CC=CC=C1)C (dimethylphenacyloxosulfonium bromide). The reactants are S(=O)(Cl)Cl (thionyl chloride), C(C)(C)(C)OC(=O)NCCN(C(=O)NC(C1=CC=CC=C1)C(=O)OC)CC(=O)O ((1-(2-tertbutoxycarbonylaminoethyl)-3-(methoxycarbonylphenylmethyl)ureido)acetic acid). Solvent: CO (methanol). Conditions: time 8 hour. The product is Cl.NCCN1C(N(C(C1)=O)C(C(=O)OC)C1=CC=CC=C1)=O (Methyl (3-(2-aminoethyl)-2,5-dioxoimidazolidin-1-yl)phenylacetate hydrochloride). RXN SMILES: S(Cl)([Cl:3])=O.C(OC([NH:12][CH2:13][CH2:14][N:15]([CH2:30][C:31]([OH:33])=O)[C:16]([NH:18][CH:19]([C:26]([O:28][CH3:29])=[O:27])[C:20]1[CH:25]=[CH:24][CH:23]=[CH:22][CH:21]=1)=[O:17])=O)(C)(C)C>CO>[ClH:3].[NH2:12][CH2:13][CH2:14][N:15]1[CH2:30][C:31](=[O:33])[N:18]([CH:19]([C:20]2[CH:21]=[CH:22][CH:23]=[CH:24][CH:25]=2)[C:26]([O:28][CH3:29])=[O:27])[C:16]1=[O:17] |f:3.4|. Reported procedure: 0.9 ml (12 mmol) of thionyl chloride are added dropwise, at 0° C., to 4.1 g (10 mmol) of (1-(2-tertbutoxycarbonylaminoethyl)-3-(methoxycarbonylphenylmethyl)ureido)acetic acid in 50 ml of methanol. The mixture is allowed to warm to room temperature and then stirred further overnight, followed by filtering off with suction and drying.